Dataset: the Open Reaction Database (ORD), a public repository of structured organic reaction records. Task: describe an organic reaction: reactants, conditions, products, and yield Starting materials: CCOC(=O)C1CC1C, C1CCOC1, CC#N, CC(C)(C)C[O-], [K+]. The product is CC1CC1C(=O)CC#N. As a reaction SMILES: [CH2:11]([O:13][C:14](=[O:12])[CH:16]1[CH:17]([CH3:19])[CH2:18]1)[CH3:15].[CH2:20]1[O:21][CH2:22][CH2:23][CH2:24]1.[CH3:1][C:2]#[N:3].[CH3:4][C:5]([CH3:6])([CH3:7])[CH2:8][O-:9].[K+:10]>>[CH2:1]([C:2]#[N:3])[C:14](=[O:13])[CH:16]1[CH:17]([CH3:19])[CH2:18]1.